Dataset: the Open Reaction Database (ORD), a public repository of structured organic reaction records. Task: describe an organic reaction: reactants, conditions, products, and yield Conditions: time 16 hour. Run in CN(C)C=O (DMF). The reactants are C1(=CC=CC=C1)S(=O)(=O)NC1=CC=C(C=C1)I (4-(Benzenesulfonylamino)-phenyl Iodide), C(=O)([O-])[O-].[K+].[K+] (K2CO3), CI (methyl iodide). Procedure: To compound 28 (from Example 18) (500 mg, 1.39 mmol) in DMF (10 mL) were added at room temperature K2CO3 (962 mg, 6.96 mmol), followed by methyl iodide (395 mg, 2.78 mmol). The resulting reaction mixture was stirred at room temperature for 16 hours. The solvent is then removed and water was added. The resulting mixture was extracted with ethyl acetate, and the combined organic phases were dried and concentrated. Purification by flash chromatography using hexane:ethyl acetate (8:2) afforded 510 m... Product: CNS(=O)(=O)C1=C(C=CC=C1)C1=CC=C(C=C1)I (N-Methyl-4-iodophenylbenzenesulfonamide). RXN SMILES: [C:1]1([S:7]([NH:10][C:11]2C=CC(I)=CC=2)(=[O:9])=[O:8])[CH:6]=[CH:5][CH:4]=[CH:3][CH:2]=1.C([O-])([O-])=O.[K+].[K+].[CH3:24][I:25]>CN(C=O)C>[CH3:11][NH:10][S:7]([C:1]1[CH:2]=[CH:3][CH:4]=[CH:5][C:6]=1[C:1]1[CH:6]=[CH:5][C:24]([I:25])=[CH:3][CH:2]=1)(=[O:8])=[O:9] |f:1.2.3|. Yield: 196.6%. The reactants are NC=1N=CN(C1C(=O)N)CCCC1=CC=CC=C1 (4-amino-1-(3-phenylpropyl)-5-imidazolecarboxamide), FC=1C=C(C(=O)Cl)C=CC1 (3-fluorobenzoyl chloride). Yields the product FC=1C=C(C(=O)NC=2N=CN(C2C(=O)N)CCCC2=CC=CC=C2)C=CC1 (4-(3-fluorobenzoylamino)-1-(3-phenylpropyl)-5-imidazolecarboxamide). The yield is 88.0%. RXN SMILES: [NH2:1][C:2]1[N:3]=[CH:4][N:5]([CH2:10][CH2:11][CH2:12][C:13]2[CH:18]=[CH:17][CH:16]=[CH:15][CH:14]=2)[C:6]=1[C:7]([NH2:9])=[O:8].[F:19][C:20]1[CH:21]=[C:22]([CH:26]=[CH:27][CH:28]=1)[C:23](Cl)=[O:24]>>[F:19][C:20]1[CH:21]=[C:22]([CH:26]=[CH:27][CH:28]=1)[C:23]([NH:1][C:2]1[N:3]=[CH:4][N:5]([CH2:10][CH2:11][CH2:12][C:13]2[CH:18]=[CH:17][CH:16]=[CH:15][CH:14]=2)[C:6]=1[C:7]([NH2:9])=[O:8])=[O:24]. Reported procedure: An amidation reaction and post-treatment were carried out following the conditions of Example 22, using 2.00 g (8.19 mmol) of 4-amino-1-(3-phenylpropyl)-5-imidazolecarboxamide prepared in the same manner as in Example 114 and 3-fluorobenzoyl chloride instead of benzoyl chloride to obtain 2.63 g of 4-(3-fluorobenzoylamino)-1-(3-phenylpropyl)-5-imidazolecarboxamide (yield 88%). Starting materials: ClC=1C=C2OCCN3C=C(N=C3C2=CN1)C1=NC=NN1C(C)C (12-chloro-4-[1-(propan-2-yl)-1H-1,2,4-triazol-5-yl]-9-oxa-3,6,13-triazatricyclo[8.4.0.02,6]tetradeca-1(14),2,4,10,12-pentaene), TEA, C(C1NCCC1)N1CCCC1 (1,2′-methylenedipyrrolidine). The solvent is CN1CCCC1=O (NMP). Conditions: temperature 150 celsius, time 24 hour. Yields the product C(C)(C)N1N=CN=C1C=1N=C2N(CCOC3=C2C=NC(=C3)N3C(CCC3)CN3CCCC3)C1 (2-(1-isopropyl-1H-1,2,4-triazol-5-yl)-9-(2-(pyrrolidin-1-ylmethyl)pyrrolidin-1-yl)-5,6-dihydroimidazo[1,2-d]pyrido[3,4-f][1,4]oxazepine). Yield: 39.8%. RXN SMILES: Cl[C:2]1[CH:3]=[C:4]2[C:13](=[CH:14][N:15]=1)[C:12]1[N:8]([CH:9]=[C:10]([C:16]3[N:20]([CH:21]([CH3:23])[CH3:22])[N:19]=[CH:18][N:17]=3)[N:11]=1)[CH2:7][CH2:6][O:5]2.[CH2:24]([N:30]1[CH2:34][CH2:33][CH2:32][CH2:31]1)[CH:25]1[CH2:29][CH2:28][CH2:27][NH:26]1>CN1C(=O)CCC1>[CH:21]([N:20]1[C:16]([C:10]2[N:11]=[C:12]3[C:13]4[CH:14]=[N:15][C:2]([N:26]5[CH2:27][CH2:28][CH2:29][CH:25]5[CH2:24][N:30]5[CH2:34][CH2:33][CH2:32][CH2:31]5)=[CH:3][C:4]=4[O:5][CH2:6][CH2:7][N:8]3[CH:9]=2)=[N:17][CH:18]=[N:19]1)([CH3:23])[CH3:22]. Procedure: A mixture of 12-chloro-4-[1-(propan-2-yl)-1H-1,2,4-triazol-5-yl]-9-oxa-3,6,13-triazatricyclo[8.4.0.02,6]tetradeca-1(14),2,4,10,12-pentaene from Example 135 (150 mg, 0.454 mmol), TEA (0.500 mL), and 1,2′-methylenedipyrrolidine (420 mg, 2.73 mmol) in NMP (0.500 mL) was stirred at 150° C. for 24 hr under nitrogen atmosphere. The resultant mixture was purified by reverse phase combiflash eluting with 0-50% gradient of CH3CN in 0.5% NH4HCO3 to afford 105 (81 mg, 40% yield) as white solid. LCMS (ESI):... Reactants: Brc1ccc(Br)cc1, O=C(NCC1CCCCN1)c1cc(OCC(F)(F)F)ccc1OCC(F)(F)F, OCC(F)(F)F. As a reaction SMILES: [Br:29][c:30]1[cH:31][cH:32][c:33]([Br:34])[cH:35][cH:36]1.[F:1][C:2]([CH2:3][O:4][c:5]1[c:6]([C:7]([NH:8][CH2:9][CH:10]2[CH2:11][CH2:12][CH2:13][CH2:14][NH:15]2)=[O:16])[cH:17][c:18]([O:21][CH2:22][C:23]([F:24])([F:25])[F:26])[cH:19][cH:20]1)([F:27])[F:28].[OH:37][CH2:38][C:39]([F:40])([F:41])[F:42]>>[F:1][C:2]([CH2:3][O:4][c:5]1[cH:6][cH:17][c:18]([O:21][CH2:22][C:23]([F:24])([F:25])[F:26])[cH:19][cH:20]1)([F:27])[F:28]. Yields the product FC(F)(F)COc1ccc(OCC(F)(F)F)cc1. Starting materials: N[C@H](CN(C(OC(C)(C)C)=O)C)CC1CCCCC1 ((S)-tert-butyl 2-amino-3-cyclohexylpropyl(methyl)carbamate), C(#N)N=C(SC)SC (dimethyl cyanocarbonimidodithioate). Solvent: CC#N (CH3CN), CCN(CC)CC (Et3N). Product: C(#N)N=C(SC)N[C@H](CN(C(OC(C)(C)C)=O)C)CC1CCCCC1 ((S)-tert-butyl 2-((cyanoimino)(methylthio)methylamino)-3-cyclohexylpropyl(methyl)carbamate). Yield: 30.5%. Reaction SMILES: [NH2:1][C@@H:2]([CH2:13][CH:14]1[CH2:19][CH2:18][CH2:17][CH2:16][CH2:15]1)[CH2:3][N:4]([CH3:12])[C:5](=[O:11])[O:6][C:7]([CH3:10])([CH3:9])[CH3:8].[C:20]([N:22]=[C:23](SC)[S:24][CH3:25])#[N:21]>CC#N.CCN(CC)CC>[C:20]([N:22]=[C:23]([NH:1][C@@H:2]([CH2:13][CH:14]1[CH2:15][CH2:16][CH2:17][CH2:18][CH2:19]1)[CH2:3][N:4]([CH3:12])[C:5](=[O:11])[O:6][C:7]([CH3:9])([CH3:10])[CH3:8])[S:24][CH3:25])#[N:21]. Procedure details: To a solution of (S)-tert-butyl 2-amino-3-cyclohexylpropyl(methyl)carbamate (1.08 g, 4 mmol) in CH3CN (15 mL) and Et3N (3 mL) was added dimethyl cyanocarbonimidodithioate (642 mg, 4.4 mmol). The mixture was heated to reflux for 4 h. The reaction mixture was concentrated to give the residue, which was purified by column to give (S)-tert-butyl 2-((cyanoimino)(methylthio)methylamino)-3-cyclohexylpropyl(methyl)carbamate (450 mg, 31%). RXN SMILES: [ClH:20].[F:11][c:12]1[cH:13][c:14]([CH2:15][Cl:16])[cH:17][cH:18][cH:19]1.[OH:1][c:2]1[c:3]([SH:10])[c:4](=[O:9])[o:5][c:6]([CH3:8])[cH:7]1.[cH:21]1[cH:22][cH:23][n:24][cH:25][cH:26]1>>[OH:1][c:2]1[c:3]([S:10][CH2:15][c:14]2[cH:13][c:12]([F:11])[cH:19][cH:18][cH:17]2)[c:4](=[O:9])[o:5][c:6]([CH3:8])[cH:7]1. The reactants are Cl, Fc1cccc(CCl)c1, Cc1cc(O)c(S)c(=O)o1, c1ccncc1. The product is Cc1cc(O)c(SCc2cccc(F)c2)c(=O)o1. Product: FC=1C=C(OCCN2C=CC3=CC=C(C=C23)C(=O)OC)C=CC1 (methyl 1-(2-(3-fluorophenoxy)ethyl)-1H-indole-6-carboxylate). Yield: 109.7%. The reactants are OCCN1C=CC2=CC=C(C=C12)C(=O)OC (methyl 1-(2-hydroxyethyl)-1H-indole-6-carboxylate), C1=CC=C(C=C1)P(C2=CC=CC=C2)C3=CC=CC=C3 (Ph3P), FC=1C=C(C=CC1)O (3-fluorophenol), CC(C)OC(=O)/N=N/C(=O)OC(C)C (DIAD). As a reaction SMILES: [OH:1][CH2:2][CH2:3][N:4]1[C:12]2[C:7](=[CH:8][CH:9]=[C:10]([C:13]([O:15][CH3:16])=[O:14])[CH:11]=2)[CH:6]=[CH:5]1.C1C=CC(P(C2C=CC=CC=2)C2C=CC=CC=2)=CC=1.[F:36][C:37]1[CH:38]=[C:39](O)[CH:40]=[CH:41][CH:42]=1.CC(OC(/N=N/C(OC(C)C)=O)=O)C>C1COCC1>[F:36][C:37]1[CH:42]=[C:41]([CH:40]=[CH:39][CH:38]=1)[O:1][CH2:2][CH2:3][N:4]1[C:12]2[C:7](=[CH:8][CH:9]=[C:10]([C:13]([O:15][CH3:16])=[O:14])[CH:11]=2)[CH:6]=[CH:5]1. Solvent: C1CCOC1 (THF). Procedure details: To a solution of methyl 1-(2-hydroxyethyl)-1H-indole-6-carboxylate (0.14 g, 0.64 mmol) and Ph3P (0.25 mL, 0.96 mmol) and 3-fluorophenol (0.11 g, 0.96 mmol) in THF (10 mL) was added DIAD (0.19 mL, 0.96 mmol). The solution was stirred 1 hr at room temperature, then concentrated and subjected to flash chromatography (25% ethyl acetate/hexane) to provide 0.22 g (˜100%) of methyl 1-(2-(3-fluorophenoxy)ethyl)-1H-indole-6-carboxylate as a colorless oil. Conditions: time 1 hour. Reactants: [N+](=O)([O-])C1=CC=C(CC=2OC3=C(C2)C=CC=C3)C=C1 (2-(4'-Nitrobenzyl)benzofuran), C(C1=CC=C(C=C1)OC)(=O)Cl (anisoyl chloride). The product is Cl.N1=CC=CC=C1 (pyridine hydrochloride), OC1=CC=C(C(=O)C2=C(OC3=C2C=CC=C3)CC3=CC=C(C=C3)[N+](=O)[O-])C=C1 (3-(4'-hydroxybenzoyl)-2-(4'-nitrobenzyl)benzofuran). As a reaction SMILES: [N+:1]([C:4]1[CH:19]=[CH:18][C:7]([CH2:8][C:9]2[O:10][C:11]3[CH:17]=[CH:16][CH:15]=[CH:14][C:12]=3[CH:13]=2)=[CH:6][CH:5]=1)([O-:3])=[O:2].[C:20]([Cl:30])(=[O:29])[C:21]1[CH:26]=[CH:25][C:24]([O:27]C)=[CH:23][CH:22]=1>>[ClH:30].[N:1]1[CH:4]=[CH:5][CH:6]=[CH:7][CH:18]=1.[OH:27][C:24]1[CH:25]=[CH:26][C:21]([C:20]([C:13]2[C:12]3[CH:14]=[CH:15][CH:16]=[CH:17][C:11]=3[O:10][C:9]=2[CH2:8][C:7]2[CH:6]=[CH:5][C:4]([N+:1]([O-:3])=[O:2])=[CH:19][CH:18]=2)=[O:29])=[CH:22][CH:23]=1 |f:2.3|. Reported procedure: 2-(4'-Nitrobenzyl)benzofuran is acylated with anisoyl chloride as described in Example 10. Demethylation with pyridine hydrochloride as previously described gives 3-(4'-hydroxybenzoyl)-2-(4'-nitrobenzyl)benzofuran. The reactants are ClC1=C(CNC=2SC(C(N2)=O)=CC=2N=C3C(=C(C=NC3=CC2)C#N)OC(C)C)C=CC=C1 (6-[2-(2-chloro-benzylamino)-4-oxo-4H-thiazol-5-ylidenemethyl]-4-isopropoxy-[1,5]naphthyridine-3-carbonitrile), C(=O)(C)O[Na] (AcONa), C(C)(C)OC=1C=CN=C2C=CC(=NC12)C=C1C(N=C(S1)NC1C(C1)C1=CC=CC=C1)=O (5-(8-isopropoxy-[1,5]naphthyridin-2-ylmethylene)-2-(2-phenyl-cyclopropylamino)-thiazol-4-one). Run in CC(=O)O (AcOH). Reaction conditions: temperature 100 celsius. Yields the product ClC1=C(CNC=2SC(C(N2)=O)=CC2=NC3=C(C=CN=C3C=C2)OC(C)C)C=CC=C1 (2-(2-chloro-benzylamino)-5-(8-isopropoxy-[1,5]naphthyridin-2-ylmethylene)-thiazol-4-one). Isolated yield 44.7%. RXN SMILES: [Cl:1][C:2]1[CH:32]=[CH:31][CH:30]=[CH:29][C:3]=1[CH2:4][NH:5][C:6]1[S:7][C:8](=[CH:12][C:13]2[N:14]=[C:15]3[C:20](=[CH:21][CH:22]=2)[N:19]=[CH:18][C:17](C#N)=[C:16]3[O:25][CH:26]([CH3:28])[CH3:27])[C:9](=[O:11])[N:10]=1.C(O[Na])(C)=O.C(OC1C=CN=C2C=1N=C(C=C1SC(NC3CC3C3C=CC=CC=3)=NC1=O)C=C2)(C)C>CC(O)=O>[Cl:1][C:2]1[CH:32]=[CH:31][CH:30]=[CH:29][C:3]=1[CH2:4][NH:5][C:6]1[S:7][C:8](=[CH:12][C:13]2[CH:22]=[CH:21][C:20]3[C:15](=[C:16]([O:25][CH:26]([CH3:28])[CH3:27])[CH:17]=[CH:18][N:19]=3)[N:14]=2)[C:9](=[O:11])[N:10]=1. Procedure: To a mixture of 2-(2-chloro-benzylamino)-thiazol-4-one (38.5 mg, 0.16 mmol) (see Example 2), AcONa (160 mg, 1.95 mmol), molecular sieves, and 8-isopropoxy-[1,5]naphthyridine-2-carbaldehyde (38.9 mg, 0.18 mmol) (see Example 20) in a sealed tube was added AcOH (0.3 mL). The reaction mixture was heated to 100° C. (oil bath) for 5 hrs. The reaction mixture was then cooled to r.t. and triturated with water. The solid was collected by filtration and washed with water. The solid was collected by filtra...